This data is from the Open Reaction Database (ORD), a public repository of structured organic reaction records. The task is: describe an organic reaction: reactants, conditions, products, and yield The reactants are C1(=CC=CC=C1)S(=O)(=O)CC1=CC=C(C(=C1C(=O)OCC)OCCNC(=O)OC(C)(C)C)C1=COC=C1 (ethyl 6-(benzenesulphonylmethyl)-2-[2-(t-butoxycarbonyl)aminoethoxy]-3-(furan-3-yl)benzoate), C(C)(C)(C)OC(=O)NCCBr (2-[N-(t-butoxycarbonyl)amino]ethyl bromide), ClC=1C=C(C=CC1)S(=O)(=O)CC1=CC=C(C(=C1C(=O)OC)O)C1=COC=C1 (methyl 6-(3-chlorobenzenesulphonylmethyl)-3-(furan-3-yl)-2-hydroxybenzoate), ClC=1C=C(C=CC1)S(=O)(=O)CC1=CC=C(C(=C1C(=O)OC)O)C1=COC=C1 (methyl 6-(3-chlorobenzenesulphonylmethyl)-3-(furan-3-yl)-2-hydroxybenzoate). Product: C(C)(C)(C)OC(=O)NCCOC1=C(C(=O)OC)C(=CC=C1C1=COC=C1)CS(=O)(=O)C1=CC(=CC=C1)Cl (Methyl 2-[2-(t-butoxycarbonyl)aminoethoxy]-6-(3-chlorobenzenesulphonyl-methyl)-3-(furan-3-yl)benzoate). As a reaction SMILES: [C:1]1([S:7]([CH2:10][C:11]2[C:16]([C:17]([O:19][CH2:20]C)=[O:18])=[C:15]([O:22][CH2:23][CH2:24][NH:25][C:26]([O:28][C:29]([CH3:32])([CH3:31])[CH3:30])=[O:27])[C:14]([C:33]3[CH:37]=[CH:36][O:35][CH:34]=3)=[CH:13][CH:12]=2)(=[O:9])=[O:8])[CH:6]=[CH:5][CH:4]=[CH:3][CH:2]=1.[Cl:38]C1C=C(S(CC2C(C(OC)=O)=C(O)C(C3C=COC=3)=CC=2)(=O)=O)C=CC=1.C(OC(NCCBr)=O)(C)(C)C>>[C:29]([O:28][C:26]([NH:25][CH2:24][CH2:23][O:22][C:15]1[C:14]([C:33]2[CH:37]=[CH:36][O:35][CH:34]=2)=[CH:13][CH:12]=[C:11]([CH2:10][S:7]([C:1]2[CH:6]=[CH:5][CH:4]=[C:3]([Cl:38])[CH:2]=2)(=[O:9])=[O:8])[C:16]=1[C:17]([O:19][CH3:20])=[O:18])=[O:27])([CH3:32])([CH3:31])[CH3:30]. Reported procedure: Prepared by proceeding in a similar manner to Intermediate 10, starting from methyl 6-(3-chlorobenzenesulphonylmethyl)-3-(furan-3-yl)-2-hydroxybenzoate (Intermediate 37) and 2-[N-(t-butoxycarbonyl)amino]ethyl bromide. Reactants: CCN(CC)C(=O)c1ccc(F)c([N+](=O)[O-])c1, COCCN, CCO. Yields the product CCN(CC)C(=O)c1ccc(NCCOC)c([N+](=O)[O-])c1. As a reaction SMILES: [CH2:1]([CH3:2])[N:3]([C:4]([c:5]1[cH:6][c:7]([N+:12](=[O:13])[O-:14])[c:8]([F:11])[cH:9][cH:10]1)=[O:15])[CH2:16][CH3:17].[CH3:18][O:19][CH2:20][CH2:21][NH2:22].[CH3:23][CH2:24][OH:25]>>[CH2:1]([CH3:2])[N:3]([C:4]([c:5]1[cH:6][c:7]([N+:12](=[O:13])[O-:14])[c:8]([NH:22][CH2:21][CH2:20][O:19][CH3:18])[cH:9][cH:10]1)=[O:15])[CH2:16][CH3:17].